This data is from the Open Reaction Database (ORD), a public repository of structured organic reaction records. The task is: describe an organic reaction: reactants, conditions, products, and yield Reactants: ClC=1C=NC=2NC=3C=NC=C(CCC4=C(C=CC(NC1N2)=C4)OCC4CN(CC4)C(=O)OC(C)(C)C)C3 (tert-butyl 3-({[6-chloro-2,4,8,18,22-pentaazatetracyclo[14.3.1.1(3,7).1(9,13)]docosa-1(20),3(22),4,6,9(21),10,12,16,18-nonaen-12-yl]oxy}methyl)pyrrolidine-1-carboxylate), CO (methanol), Cl (hydrogen chloride). Solvent: O1CCOCC1 (1,4-dioxane). Conditions: time 8 hour. The product is Cl.Cl.Cl.ClC=1C=NC=2NC=3C=NC=C(CCC4=C(C=CC(NC1N2)=C4)OCC4CNCC4)C3 (6-Chloro-12-(pyrrolidin-3-ylmethoxy)-2,4,8,18,22-pentaazatetracyclo[14.3.1.1(3,7).1(9,13)]docosa-1(20), 3(22),4,6,9(21),10,12,16,18-nonaene trihydrochloride). The yield is 92.0%. Reaction SMILES: [Cl:1][C:2]1[CH:3]=[N:4][C:5]2[NH:6][C:7]3[CH:8]=[N:9][CH:10]=[C:11]([CH:37]=3)[CH2:12][CH2:13][C:14]3[CH:22]=[C:18]([NH:19][C:20]=1[N:21]=2)[CH:17]=[CH:16][C:15]=3[O:23][CH2:24][CH:25]1[CH2:29][CH2:28][N:27](C(OC(C)(C)C)=O)[CH2:26]1.CO.[ClH:40]>O1CCOCC1>[ClH:1].[ClH:40].[ClH:1].[Cl:1][C:2]1[CH:3]=[N:4][C:5]2[NH:6][C:7]3[CH:8]=[N:9][CH:10]=[C:11]([CH:37]=3)[CH2:12][CH2:13][C:14]3[CH:22]=[C:18]([NH:19][C:20]=1[N:21]=2)[CH:17]=[CH:16][C:15]=3[O:23][CH2:24][CH:25]1[CH2:29][CH2:28][NH:27][CH2:26]1 |f:4.5.6.7|. Procedure details: Into the reaction was added tert-butyl 3-({[6-chloro-2,4,8,18,22-pentaazatetracyclo[14.3.1.1(3,7).1(9,13)]docosa-1(20),3(22),4,6,9(21),10,12,16,18-nonaen-12-yl]oxy}methyl)pyrrolidine-1-carboxylate (0.024 g, 0.046 mmol), methanol (0.5 mL), and 4.0 M of hydrogen chloride in 1,4-dioxane (0.5 mL). The mixture was stirred at rt overnight and concentrated under vacuum to give the desired product (19 mg, 92%). LCMS for C22H24ClN6O (M+H)+: m/z=423.2. Starting materials: BrC1=CC2=C(C=3N(CCO2)C=C(N3)C3=NC=NN3C3=C(C=CC=C3)Cl)C=C1 (9-bromo-2-(1-(2-chlorophenyl)-1H-1,2,4-triazol-5-yl)-5,6-dihydrobenzo[f]imidazo[1,2-d][1,4]oxazepine), C(=O)([O-])[O-].[Cs+].[Cs+] (Cs2CO3). The reagents and catalysts are C1=CC=C(C=C1)P([C-]2C=CC=C2)C3=CC=CC=C3.C1=CC=C(C=C1)P([C-]2C=CC=C2)C3=CC=CC=C3.Cl[Pd]Cl.[Fe+2] (Pd(dppf)Cl2). The solvent is O1CCOCC1.O (dioxane water). Reaction conditions: temperature 130 celsius. The product is ClC1=CC=C(C=C1)C1=CC2=C(C=3N(CCO2)C=C(N3)C3=NC=NN3C3=C(C=CC=C3)Cl)C=C1 (9-(4-chlorophenyl)-2-(1-(2-chlorophenyl)-1H-1,2,4-triazol-5-yl)-5,6-dihydrobenzo[f]imidazo[1,2-d][1,4]oxazepine). Isolated yield 41.2%. Reaction SMILES: Br[C:2]1[CH:27]=[CH:26][C:5]2[C:6]3[N:7]([CH:11]=[C:12]([C:14]4[N:18]([C:19]5[CH:24]=[CH:23][CH:22]=[CH:21][C:20]=5[Cl:25])[N:17]=[CH:16][N:15]=4)[N:13]=3)[CH2:8][CH2:9][O:10][C:4]=2[CH:3]=1.C([O-])([O-])=O.[Cs+].[Cs+]>C1C=CC(P(C2C=CC=CC=2)[C-]2C=CC=C2)=CC=1.C1C=CC(P(C2C=CC=CC=2)[C-]2C=CC=C2)=CC=1.Cl[Pd]Cl.[Fe+2].O1CCOCC1.O>[Cl:25][C:20]1[CH:21]=[CH:22][C:23]([C:2]2[CH:27]=[CH:26][C:5]3[C:6]4[N:7]([CH:11]=[C:12]([C:14]5[N:18]([C:19]6[CH:24]=[CH:23][CH:22]=[CH:21][C:20]=6[Cl:25])[N:17]=[CH:16][N:15]=5)[N:13]=4)[CH2:8][CH2:9][O:10][C:4]=3[CH:3]=2)=[CH:24][CH:19]=1 |f:1.2.3,4.5.6.7,8.9|. Reported procedure: 9-bromo-2-(1-(2-chlorophenyl)-1H-1,2,4-triazol-5-yl)-5,6-dihydrobenzo[f]imidazo[1,2-d][1,4]oxazepine (300 mg, 0.88 mmol) 4-chlorophenylboronic acid (188 mg, 1.20 mmol), Cs2CO3 (314 mg, 0.96 mmol) and dioxane/water (3:1, 5 ml) were combined in a tube. Pd(dppf)Cl2 (65 mg, 0.08 mmol) was added and N2 was bubbled through the solution. The mixture was heated in the microwave reactor at 130° C. for 30 min. The reaction mixture was filtered. The filtrate was concentrated, and purified by HPLC to give 5... The reactants are Cc1ccc(CN)cc1, FC(F)CCl, O. As a reaction SMILES: [CH3:6][c:7]1[cH:8][cH:9][c:10]([CH2:11][NH2:12])[cH:13][cH:14]1.[F:1][CH:2]([CH2:3][Cl:4])[F:5].[OH2:15]>>[F:1][CH:2]([CH2:3][NH:12][CH2:11][c:10]1[cH:9][cH:8][c:7]([CH3:6])[cH:14][cH:13]1)[F:5]. Product: Cc1ccc(CNCC(F)F)cc1. Reactants: C(C)(=O)NC1=CC(=C(C=C1)OC)F (4-acetamido-2-fluoroanisole), ice water, [N+](=O)(O)[O-] (nitric acid). Run in C(C)(=O)O (acetic acid), C(C)(=O)OC(C)=O (acetic anhydride). Conditions: time 1.5 hour. Yields the product NC1=CC(=C(C=C1)OC)F (4-amino-2-fluoroanisole). The yield is 1114.4%. Reaction SMILES: C([NH:4][C:5]1[CH:10]=[CH:9][C:8]([O:11][CH3:12])=[C:7]([F:13])[CH:6]=1)(=O)C.[N+]([O-])(O)=O>C(O)(=O)C.C(OC(=O)C)(=O)C>[NH2:4][C:5]1[CH:10]=[CH:9][C:8]([O:11][CH3:12])=[C:7]([F:13])[CH:6]=1. Reported procedure: To a cold (15°), stirred solution of 12.8 g (0.0699 mol) of 4-acetamido-2-fluoroanisole in 55 mL of acetic acid and 27 mL of acetic anhydride was added, dropwise, 6.5 g (0.072 mol) of 70% nitric acid (sp. gr. 1.424) at such a rate that the temperature of the reaction mixture did not exceed 16°. The solution was stirred for 1.5 hours at room temperature then poured into 400 mL of ice-water. The aqueous suspension was extracted with methylene chloride (1×300 mL; 1×200 mL), then the combined extrac... Reactants: CCOC(=O)CC(C)=O, COCCOCn1nnnc1C(C=CC=O)=C(c1ccc(F)cc1)c1ccc(F)cc1, C1CCOC1. Yields the product CCOC(=O)CC(=O)CC(O)C=CC(=C(c1ccc(F)cc1)c1ccc(F)cc1)c1nnnn1COCCOC. Reaction SMILES: [C:1]([CH2:2][C:3](=[O:4])[CH3:5])(=[O:6])[O:7][CH2:8][CH3:9].[F:10][c:11]1[cH:12][cH:13][c:14]([C:17](=[C:18]([CH:19]=[CH:20][CH:21]=[O:22])[c:23]2[n:24][n:25][n:26][n:27]2[CH2:28][O:29][CH2:30][CH2:31][O:32][CH3:33])[c:34]2[cH:35][cH:36][c:37]([F:40])[cH:38][cH:39]2)[cH:15][cH:16]1.[O:41]1[CH2:42][CH2:43][CH2:44][CH2:45]1>>[C:1]([CH2:2][C:3](=[O:4])[CH2:5][CH:21]([CH:20]=[CH:19][C:18](=[C:17]([c:14]1[cH:13][cH:12][c:11]([F:10])[cH:16][cH:15]1)[c:34]1[cH:35][cH:36][c:37]([F:40])[cH:38][cH:39]1)[c:23]1[n:24][n:25][n:26][n:27]1[CH2:28][O:29][CH2:30][CH2:31][O:32][CH3:33])[OH:22])(=[O:6])[O:7][CH2:8][CH3:9]. The reactants are CCOC(=O)c1c[nH]c(C=O)c1-c1ccc(OC)cc1, O=C1Cc2c(cccc2C2CCNCC2)N1. The product is CCOC(=O)c1c[nH]c(C=C2C(=O)Nc3cccc(C4CCNCC4)c32)c1-c1ccc(OC)cc1. Reaction SMILES: [CH2:17]([CH3:18])[O:19][C:20](=[O:21])[c:22]1[cH:23][nH:24][c:25]([CH:35]=[O:36])[c:26]1-[c:27]1[cH:28][cH:29][c:30]([O:33][CH3:34])[cH:31][cH:32]1.[NH:1]1[CH2:2][CH2:3][CH:4]([c:7]2[c:8]3[c:12]([cH:13][cH:14][cH:15]2)[NH:11][C:10](=[O:16])[CH2:9]3)[CH2:5][CH2:6]1>>[NH:1]1[CH2:2][CH2:3][CH:4]([c:7]2[c:8]3[c:12]([cH:13][cH:14][cH:15]2)[NH:11][C:10](=[O:16])[C:9]3=[CH:35][c:25]2[nH:24][cH:23][c:22]([C:20]([O:19][CH2:17][CH3:18])=[O:21])[c:26]2-[c:27]2[cH:28][cH:29][c:30]([O:33][CH3:34])[cH:31][cH:32]2)[CH2:5][CH2:6]1.